This data is from the Open Reaction Database (ORD), a public repository of structured organic reaction records. The task is: describe an organic reaction: reactants, conditions, products, and yield Reactants: C(C)N(CC)S(F)(F)F ((diethylamino)sulfur trifluoride), C(=O)(O)[O-].[Na+] (NaHCO3), OCC1N(C2=CC=C(C=C2C1)N1C(O[C@H](C1)CNC(C)=O)=O)C=O ((S)-N-[[3-[2-(Hydroxymethyl)-1-formyl-5-indolinyl]-2-oxo-5-oxazolidinyl]-methyl]acetamide), CCN(CC)S(F)(F)F (DAST). Solvent: C(Cl)Cl (CH2Cl2), C(Cl)Cl (CH2Cl2), C(Cl)Cl (CH2Cl2). Conditions: temperature -70 celsius, time 20 hour. Product: FCC1N(C2=CC=C(C=C2C1)N1C(O[C@H](C1)CNC(C)=O)=O)C=O ((S)-N-[[3-[2-(Fluoromethyl)-1-formyl-5-indolinyl]-2-oxo-5-oxazolidinyl]-methyl]acetamide). Yield: 42.1%. As a reaction SMILES: O[CH2:2][CH:3]1[CH2:11][C:10]2[C:5](=[CH:6][CH:7]=[C:8]([N:12]3[CH2:16][C@H:15]([CH2:17][NH:18][C:19](=[O:21])[CH3:20])[O:14][C:13]3=[O:22])[CH:9]=2)[N:4]1[CH:23]=[O:24].C(N(S(F)(F)[F:31])CC)C.C([O-])(O)=O.[Na+]>C(Cl)Cl>[F:31][CH2:2][CH:3]1[CH2:11][C:10]2[C:5](=[CH:6][CH:7]=[C:8]([N:12]3[CH2:16][C@H:15]([CH2:17][NH:18][C:19](=[O:21])[CH3:20])[O:14][C:13]3=[O:22])[CH:9]=2)[N:4]1[CH:23]=[O:24] |f:2.3|. Procedure details: A stirred mixture of the product from Step 11 (0.085 g, 0.255 mmol)) and CH2Cl2 (10 ml), under nitrogen is cooled to −70° C. and treated, dropwise stirring 2 min, with a solution of (diethylamino)sulfur trifluoride (0.07 ml, 0.53 mmol) in CH2Cl2 (1 ml). The mixture is allowed to warm to ambient temperature slowly during 3 h. Additional CH2Cl2 (10 ml) is added and the mixture is kept at ambient temperature for 20 h, cooled to −70° C. and treated with 0.07 ml of additional DAST. It is kept at −70°... Reactants: FC=1C=C(C=CC1F)C1NC(OC1)=O ((+)-4-(3,4-difluorophenyl)-oxazolidin-2-one), O (water), [OH-].[K+] (potassium hydroxide). Solvent: C(C)O (ethanol). Product: NC(CO)C1=CC(=C(C=C1)F)F ((+)-2-amino-2-(3,4-difluorophenyl)-ethanol). Isolated yield 87.2%. As a reaction SMILES: [F:1][C:2]1[CH:3]=[C:4]([CH:9]2[CH2:13][O:12]C(=O)[NH:10]2)[CH:5]=[CH:6][C:7]=1[F:8].O.[OH-].[K+]>C(O)C>[NH2:10][CH:9]([C:4]1[CH:5]=[CH:6][C:7]([F:8])=[C:2]([F:1])[CH:3]=1)[CH2:13][OH:12] |f:2.3|. Procedure details: To a solution of (+)-4-(3,4-difluorophenyl)-oxazolidin-2-one (1.39 mmol, 0.27 g) in 5.0 mL ethanol was added 5.0 mL of water and pellets of potassium hydroxide (5.0 mmol, 0.28 g). The resulting solution was then heated to reflux overnight. The solvent was removed in vacuo and the resulting residue was extracted with EtOAc (2×50 mL). The organic extracts were washed with brine and the organic layer was dried over Na2SO4. It was filtered and the solvent was removed in vacuo to obtain (+)-2-amino-2... The product is ClC1=NC=CC(=C1N=C=O)C (2-chloro-4-methyl-3-pyridylisocyanate). Reaction SMILES: [NH2:1][C:2]1[C:3]([Cl:9])=[N:4][CH:5]=[CH:6][C:7]=1[CH3:8].[C:10](OCC)(=[O:12])C>>[Cl:9][C:3]1[C:2]([N:1]=[C:10]=[O:12])=[C:7]([CH3:8])[CH:6]=[CH:5][N:4]=1. Reported procedure: 3-Amino-2-chloro-4-methylpyridine (4.3 g) was added to a solution of trichloro-methyl chloformate (6.0 g) in ethyl acetate (100 ml) at 0° to 5° C. with stirring and the mixture was refluxed under heating for 6 hours. After removal of the solvent under reduced pressure, 2-chloro-4-methyl-3-pyridylisocyanate (4.9 g) was obtained. A mixture of 2-chloro-4-methyl-3-pyridylisocyanate (4.9 i) and trimethylsilyl azide (11 g) was refluxed under heating for 30 hours. After removal of excess trimethylsilyl... Reactants: NC=1C(=NC=CC1C)Cl (3-Amino-2-chloro-4-methylpyridine), C(C)(=O)OCC (ethyl acetate). Reactants: S1C=C(C=C1)C(=O)N1CC(CCC1)C(=O)OCC (ethyl 1-(3-thiophenecarbonyl)-3-piperidinecarboxylate), S1C(=CC=C1)CC(=O)N1CC(CCC1)C(=O)O (1-(2-thiopheneacetyl)-3-piperidine carboxylic acid), CN(CCN)C (N,N-dimethyl ethylenediamine). Product: CN(CCC1N(CCCC1C(=O)N)C(CC=1SC=CC1)=O)C (2-dimethylaminoethyl 1-(2-thiopheneacetyl)-3-piperidinecarboxamide). RXN SMILES: S1C=C[C:3]([C:6]([N:8]2[CH2:13]CCC(C(OCC)=O)[CH2:9]2)=O)=C1.[S:19]1[CH:23]=[CH:22][CH:21]=[C:20]1[CH2:24][C:25]([N:27]1[CH2:32][CH2:31][CH2:30][CH:29]([C:33]([OH:35])=O)[CH2:28]1)=[O:26].C[N:37](C)CCN>>[CH3:9][N:8]([CH3:13])[CH2:6][CH2:3][CH:28]1[CH:29]([C:33]([NH2:37])=[O:35])[CH2:30][CH2:31][CH2:32][N:27]1[C:25](=[O:26])[CH2:24][C:20]1[S:19][CH:23]=[CH:22][CH:21]=1. Reported procedure: The reaction was run in the same manner as ethyl 1-(3-thiophenecarbonyl)-3-piperidinecarboxylate, starting with 1-(2-thiopheneacetyl)-3-piperidine carboxylic acid (572.1 mg; 2.26 mmol) and commercially available N,N-dimethyl ethylenediamine (250 μl; 2.28 mmol). The crude product was purified by chromatography on silica, eluting with 70% methanol in dichloromethane, giving 2-dimethylaminoethyl 1-(2-thiopheneacetyl)-3-piperidinecarboxamide (128.3 mg) as a colorless oil. MS m/z (positive ion) 324 (... Reported procedure: Starting from (RS)-3-dimethylamino-1-(3-methoxy-phenyl)-2-methyl-propan-1-one and methyl iodide, (2RS,3SR)-4-dimethylamino-2-(3-methoxy-phenyl)-3-methyl-butan-2-ol hydrochloride (23) was obtained, under the conditions given in Example 1 (1st step) and using ether as a solvent, in a yield of 46% and with a melting point of 178°-179° C. The base was released from (23) with dichloromethane/sodium hydroxide solution. After drying the solvent, the dichloromethane was distilled off under vacuum. 23.7 ... As a reaction SMILES: Cl.[CH3:2][N:3]([CH3:18])[CH2:4][CH:5]([CH3:17])[C:6]([C:9]1[CH:14]=[CH:13][CH:12]=[C:11]([O:15]C)[CH:10]=1)([OH:8])[CH3:7].[Cl:19]CCl.[OH-].[Na+].[H-].C([Al+]CC(C)C)C(C)C>CCOCC>[ClH:19].[CH3:18][N:3]([CH3:2])[CH2:4][CH:5]([CH3:17])[C:6]([C:9]1[CH:10]=[C:11]([OH:15])[CH:12]=[CH:13][CH:14]=1)([OH:8])[CH3:7] |f:0.1,2.3.4,5.6,8.9|. The yield is 71.0%. Reactants: Cl.CN(CC(C(C)(O)C1=CC(=CC=C1)OC)C)C ((2RS,3SR)-4-dimethylamino-2-(3-methoxy-phenyl)-3-methyl-butan-2-ol hydrochloride), ClCCl.[OH-].[Na+] (dichloromethane sodium hydroxide), base, [H-].C(C(C)C)[Al+]CC(C)C (diisobutylaluminium hydride). The product is Cl.CN(CC(C(C)(O)C=1C=C(C=CC1)O)C)C ((1RS,2SR)-3-(3-dimethylamino-1-hydroxy-1,2-dimethyl-propyl)-phenol hydrochloride). The solvent is CCOCC (ether). Reactants: solid, BrC1=CC(=CC=2C=C3N(C12)CCCNC3=O)C#N (7-bromo-1-oxo-2,3,4,5-tetrahydro-[1,4]diazepino[1,2-a]indole-9-carbonitrile), BrC1=CC(=CC=2C=C3N(C12)CCCNC3=O)C#N (7-bromo-1-oxo-2,3,4,5-tetrahydro-[1,4]diazepino[1,2-a]indole-9-carbonitrile), OCC1=CC=C(C=C1)B(O)O (4-hydroxymethyl-phenylboronic acid). Product: OCC1=CC=C(C=C1)C1=CC(=CC=2C=C3N(C12)CCCNC3=O)C#N (7-[4-(Hydroxymethyl)phenyl]-1-oxo-2,3,4,5-tetrahydro-[1,4]diazepino[1,2-a]indole-9-carbonitrile). RXN SMILES: Br[C:2]1[C:10]2[N:9]3[CH2:11][CH2:12][CH2:13][NH:14][C:15](=[O:16])[C:8]3=[CH:7][C:6]=2[CH:5]=[C:4]([C:17]#[N:18])[CH:3]=1.[OH:19][CH2:20][C:21]1[CH:26]=[CH:25][C:24](B(O)O)=[CH:23][CH:22]=1>>[OH:19][CH2:20][C:21]1[CH:26]=[CH:25][C:24]([C:2]2[C:10]3[N:9]4[CH2:11][CH2:12][CH2:13][NH:14][C:15](=[O:16])[C:8]4=[CH:7][C:6]=3[CH:5]=[C:4]([C:17]#[N:18])[CH:3]=2)=[CH:23][CH:22]=1. Procedure: The title compound, light yellow solid (75 mg, 91%), MS (ISP) m/z=332.5 [(M+H)+], mp 256.5° C., was prepared in accordance with the general method of example 1 from 7-bromo-1-oxo-2,3,4,5-tetrahydro-[1,4]diazepino[1,2-a]indole-9-carbonitrile (intermediate 20) (76.0 mg, 0.25 mmol) and commercially available 4-hydroxymethyl-phenylboronic acid (49.4 mg, 0.325 mmol). Starting materials: O=C(CBr)c1ccc2ccccc2c1, CCCCO, CCC(O)CO, Cc1ccc(S(=O)(=O)O)cc1, c1ccccc1. The product is BrCC1(c2ccc3ccccc3c2)OCCO1. RXN SMILES: [Br:1][CH2:2][C:3](=[O:4])[c:5]1[cH:6][c:7]2[cH:8][cH:9][cH:10][cH:11][c:12]2[cH:13][cH:14]1.[CH2:15]([CH2:16][CH2:17][CH3:18])[OH:19].[CH2:31]([OH:32])[CH:33]([OH:34])[CH2:35][CH3:36].[CH3:20][c:21]1[cH:22][cH:23][c:24]([S:25](=[O:26])(=[O:27])[OH:28])[cH:29][cH:30]1.[cH:37]1[cH:38][cH:39][cH:40][cH:41][cH:42]1>>[Br:1][CH2:2][C:3]1([c:5]2[cH:6][c:7]3[cH:8][cH:9][cH:10][cH:11][c:12]3[cH:13][cH:14]2)[O:4][CH2:16][CH2:15][O:19]1. Reactants: O=C1Cc2cc(CCCl)c(Cl)cc2N1, Cl, c1ccc2c(N3CCNCC3)nsc2c1, [Na+], [Na+], O=C([O-])[O-], O. The product is O=C1Cc2cc(CCN3CCN(c4nsc5ccccc45)CC3)c(Cl)cc2N1. Reaction SMILES: [Cl:23][c:24]1[c:25]([CH2:34][CH2:35][Cl:36])[cH:26][c:27]2[c:31]([cH:32]1)[NH:30][C:29](=[O:33])[CH2:28]2.[ClH:7].[N:8]1([c:14]2[n:15][s:16][c:17]3[c:18]2[cH:19][cH:20][cH:21][cH:22]3)[CH2:9][CH2:10][NH:11][CH2:12][CH2:13]1.[Na+:1].[Na+:2].[O-:3][C:4](=[O:5])[O-:6].[OH2:37]>>[N:8]1([c:14]2[n:15][s:16][c:17]3[c:18]2[cH:19][cH:20][cH:21][cH:22]3)[CH2:9][CH2:10][N:11]([CH2:35][CH2:34][c:25]2[c:24]([Cl:23])[cH:32][c:31]3[c:27]([cH:26]2)[CH2:28][C:29](=[O:33])[NH:30]3)[CH2:12][CH2:13]1.